From a dataset of the Open Reaction Database (ORD), a public repository of structured organic reaction records. describe an organic reaction: reactants, conditions, products, and yield The reactants are O=C(O)CCC(F)(F)C(F)(F)F, O=S(Cl)Cl. Yields the product O=C(Cl)CCC(F)(F)C(F)(F)F. As a reaction SMILES: [F:1][C:2]([CH2:3][CH2:4][C:5](=[O:6])[OH:7])([C:8]([F:9])([F:10])[F:11])[F:12].[S:13]([Cl:14])([Cl:15])=[O:16]>>[F:1][C:2]([CH2:3][CH2:4][C:5](=[O:6])[Cl:15])([C:8]([F:9])([F:10])[F:11])[F:12]. The reactants are NC(CO)CO (Serinol), ClCC(=O)O (chloroacetic acid), [OH-].[Na+] (NaOH). The solvent is O (water). Run at time 16 hour. Yields the product OCC(NCC(=O)O)CO (N-[bis(hydroxymethyl)methyl]glycine). The yield is 51.6%. As a reaction SMILES: [NH2:1][CH:2]([CH2:5][OH:6])[CH2:3][OH:4].Cl[CH2:8][C:9]([OH:11])=[O:10].[OH-].[Na+]>O>[OH:4][CH2:3][CH:2]([CH2:5][OH:6])[NH:1][CH2:8][C:9]([OH:11])=[O:10] |f:2.3|. Procedure: Serinol (2.5 g, 26 mMol), chloroacetic acid (2.41 g, 26 mMol) and NaOH (3.2 ml 10N, 52 mMol) were dissolved in 25 ml water and stirred at room temperature for 16 h. The solution was concentrated on a rotoevaporator, and the resulting glass was redissolved in methanol. Addition of acetone gave a white solid (2 g, 51%) which was recrystallised from methanol/ethyl acetate. Mass spec calculated for C5H11NO4 : 149; found: 150 (M+1); 1H NMR in D2O (0.75% TMS): 3.85 (m, 4H), 3.80 (s, 2H), 3.45 (m, 1H). RXN SMILES: [Cl:1][C:2]1[CH:21]=[CH:20][C:19]([CH:22]=O)=[CH:18][C:3]=1[C:4]([NH:6][CH2:7][C:8]12[CH2:17][CH:12]3[CH2:13][CH:14]([CH2:16][CH:10]([CH2:11]3)[CH2:9]1)[CH2:15]2)=[O:5].[NH2:24][CH2:25][C:26]([CH3:30])([CH3:29])[CH2:27][OH:28].C(O[BH-](OC(=O)C)OC(=O)C)(=O)C.[Na+]>ClCCCl>[Cl:1][C:2]1[CH:21]=[CH:20][C:19]([CH2:22][NH:24][CH2:25][C:26]([CH3:30])([CH3:29])[CH2:27][OH:28])=[CH:18][C:3]=1[C:4]([NH:6][CH2:7][C:8]12[CH2:17][CH:12]3[CH2:13][CH:14]([CH2:16][CH:10]([CH2:11]3)[CH2:9]1)[CH2:15]2)=[O:5] |f:2.3|. Starting materials: ClC1=C(C(=O)NCC23CC4CC(CC(C2)C4)C3)C=C(C=C1)C=O (2-chloro-5-formyl-N-(tricyclo [3.3.1.13,7]dec-1-ylmethyl)-benzamide), NCC(CO)(C)C (3-amino-2,2-dimethylpropanol), C(C)(=O)O[BH-](OC(C)=O)OC(C)=O.[Na+] (sodium triacetoxyborohydride). Reported procedure: Prepared according to the method described in Example 2 from 2-chloro-5-formyl-N-(tricyclo [3.3.1.13,7]dec-1-ylmethyl)-benzamide (0.150 g, Example 1b), 3-amino-2,2-dimethylpropanol (0.093 g) and sodium triacetoxyborohydride (0.134 g) in 1,2-dichloroethane (6 ml). After work-up, the residue was purified by NPHPLC eluting with a gradient of 0–10% ethanol in dichlorometane to give the title compound as a white powder (0.035 g). Product: ClC1=C(C(=O)NCC23CC4CC(CC(C2)C4)C3)C=C(C=C1)CNCC(CO)(C)C (2-Chloro-5-[(3-hydroxy-2,2-dimethylpropylamino)methyl]-N-(tricyclo[3.3.1.13,7]dec-1-ylmethyl)-benzamide). Isolated yield 18.5%. The solvent is ClCCCl (1,2-dichloroethane).